From a dataset of the Open Reaction Database (ORD), a public repository of structured organic reaction records. describe an organic reaction: reactants, conditions, products, and yield Starting materials: [OH-].[NH4+] (ammonium hydroxide), C(C)(=S)N (thioacetamide), Br.BrCC(=O)C=1C=NC=CC1 (3-bromoacetylpyridine hydrobromide). The solvent is O (water), CO (methanol), CO (methanol). Run at time 1 hour. The product is CC=1SC=C(N1)C=1C=NC=CC1 (2-methyl-4-(pyridin-3-yl)-thiazole). Isolated yield 77.2%. RXN SMILES: [C:1]([NH2:4])(=[S:3])[CH3:2].Br.Br[CH2:7][C:8]([C:10]1[CH:11]=[N:12][CH:13]=[CH:14][CH:15]=1)=O.[OH-].[NH4+]>CO.O>[CH3:2][C:1]1[S:3][CH:7]=[C:8]([C:10]2[CH:11]=[N:12][CH:13]=[CH:14][CH:15]=2)[N:4]=1 |f:1.2,3.4|. Reported procedure: A solution of thioacetamide (5 g) in methanol (25 ml) was added dropwise to a stirred suspension of 3-bromoacetylpyridine hydrobromide (17,75 g) in methanol (89 ml) at room temperature over ten minutes. After about one hour, the hydrobromide of the product crystallized out. The mixture was diluted with ether (100 ml) and the product was isolated by filtration. The solid was dissolved in water and the solution was basified with ammonium hydroxide. The product was extracted into ether and the extr... The reactants are O=C([O-])[O-], CN1CCCC1=O, Clc1ccc2nccn2n1, [K+], [K+], Nc1ccc(O)cc1, [Na+], [OH-]. Yields the product Nc1ccc(Oc2ccc3nccn3n2)cc1. As a reaction SMILES: [C:19](=[O:20])([O-:21])[O-:22].[CH3:25][N:26]1[CH2:27][CH2:28][CH2:29][C:30]1=[O:31].[Cl:1][c:2]1[cH:3][cH:4][c:5]2[n:6]([n:7]1)[cH:8][cH:9][n:10]2.[K+:23].[K+:24].[NH2:11][c:12]1[cH:13][cH:14][c:15]([OH:16])[cH:17][cH:18]1.[Na+:33].[OH-:32]>>[c:2]1([O:16][c:15]2[cH:14][cH:13][c:12]([NH2:11])[cH:18][cH:17]2)[cH:3][cH:4][c:5]2[n:6]([n:7]1)[cH:8][cH:9][n:10]2. Starting materials: BrB(Br)Br, COc1cc(C(=O)NC2CCCCC2N(C)C)ccc1[N+](=O)[O-], ClCCl, c1ccccc1. Yields the product CN(C)C1CCCCC1NC(=O)c1ccc([N+](=O)[O-])c(O)c1. RXN SMILES: [B:1]([Br:2])([Br:3])[Br:4].[CH3:8][N:9]([CH:10]1[CH:11]([NH:16][C:17]([c:18]2[cH:19][c:20]([O:27][CH3:28])[c:21]([N+:24](=[O:25])[O-:26])[cH:22][cH:23]2)=[O:29])[CH2:12][CH2:13][CH2:14][CH2:15]1)[CH3:30].[Cl:5][CH2:6][Cl:7].[cH:31]1[cH:32][cH:33][cH:34][cH:35][cH:36]1>>[CH3:8][N:9]([CH:10]1[CH:11]([NH:16][C:17]([c:18]2[cH:19][c:20]([OH:27])[c:21]([N+:24](=[O:25])[O-:26])[cH:22][cH:23]2)=[O:29])[CH2:12][CH2:13][CH2:14][CH2:15]1)[CH3:30]. Starting materials: O=C(OCc1ccccc1)N1CCC(c2ccc(O)cc2)C(O)C1, Cc1ccc(S(=O)(=O)OCC(F)(F)COc2ccccc2)cc1. Yields the product O=C(OCc1ccccc1)N1CCC(c2ccc(OCC(F)(F)COc3ccccc3)cc2)C(O)C1. RXN SMILES: [OH:24][CH:25]1[CH2:26][N:27]([C:38](=[O:39])[O:40][CH2:41][c:42]2[cH:43][cH:44][cH:45][cH:46][cH:47]2)[CH2:28][CH2:29][CH:30]1[c:31]1[cH:32][cH:33][c:34]([OH:37])[cH:35][cH:36]1.[c:1]1([CH3:2])[cH:3][cH:4][c:5]([S:6]([O:7][CH2:11][C:12]([CH2:13][O:14][c:15]2[cH:16][cH:17][cH:18][cH:19][cH:20]2)([F:21])[F:22])(=[O:8])=[O:9])[cH:10][cH:23]1>>[CH2:11]([C:12]([CH2:13][O:14][c:15]1[cH:16][cH:17][cH:18][cH:19][cH:20]1)([F:21])[F:22])[O:37][c:34]1[cH:33][cH:32][c:31]([CH:30]2[CH:25]([OH:24])[CH2:26][N:27]([C:38](=[O:39])[O:40][CH2:41][c:42]3[cH:43][cH:44][cH:45][cH:46][cH:47]3)[CH2:28][CH2:29]2)[cH:36][cH:35]1. Starting materials: IC=1N=CN(C1C1=CC2=C(N=CN=C2S(=O)(=O)C)S1)C (6-(4-iodo-1-methyl-1H-imidazol-5-yl)-4-(methylsulfonyl)thieno[2,3-d]pyrimidine), solid, IC=1N=CN(C1C1=CC2=C(N=CN=C2S(=O)(=O)C)S1)C (6-(4-iodo-1-methyl-1H-imidazol-5-yl)-4-(methylsulfonyl)thieno[2,3-d]pyrimidine), CC1(CC=CC=C1)N1C=NC=C1C1=CC2=C(N=CN=C2S(=O)(=O)C)S1 (6-(1-Methylphenyl-1H-imidazol-5-yl)-4-(methylsulfonyl)thieno[2,3-d]pyrimidine). The product is IC=1N=CN(C1C1=CC2=C(N=CN=C2N)S1)C (6-(4-iodo-1-methyl-1H-imidazol-5-yl)thieno[2,3-d]pyrimidin-4-amine). RXN SMILES: [I:1][C:2]1[N:3]=[CH:4][N:5]([CH3:20])[C:6]=1[C:7]1[S:19][C:10]2[N:11]=[CH:12][N:13]=[C:14](S(C)(=O)=O)[C:9]=2[CH:8]=1.CC1([N:28]2C(C3SC4N=CN=C(S(C)(=O)=O)C=4C=3)=CN=C2)C=CC=CC1>>[I:1][C:2]1[N:3]=[CH:4][N:5]([CH3:20])[C:6]=1[C:7]1[S:19][C:10]2[N:11]=[CH:12][N:13]=[C:14]([NH2:28])[C:9]=2[CH:8]=1. Procedure details: The title compound was prepared by a similar process to that described for Example 8 but using 6-(4-iodo-1-methyl-1H-imidazol-5-yl)-4-(methylsulfonyl)thieno[2,3-d]pyrimidine (Intermediate 94) in place of 6-(1-methyl-4-phenyl-1H-imidazol-5-yl)-4-(methylsulfonyl)thieno[2,3-d]pyrimidine (intermediate 17). Beige solid (143 mg, 85%); The reactants are FC([C@@](CC)(O)C=1N=NN(C1)CC1=CC=C2C(=CC(=NC2=C1)C(C)O)C1=CC=C(C=C1)F)(F)F ((S)-1,1,1-trifluoro-2-(1-{[4-(4-fluorophenyl)-2-(1-hydroxyethyl)quinolin-7-yl]methyl}-1H-1,2,3-triazol-4-yl)butan-2-ol), IC (iodomethane), [H-].[Na+] (sodium hydride), oil. The solvent is C1CCOC1 (THF). Conditions: time 2 hour. Product: FC([C@@](CC)(O)C=1N=NN(C1)CC1=CC=C2C(=CC(=NC2=C1)C(C)OC)C1=CC=C(C=C1)F)(F)F ((S)-1,1,1-trifluoro-2-(1-{[4-(4-fluorophenyl)-2-(1-methoxyethyl)quinolin-7-yl]methyl}-1H-1,2,3-triazol-4-yl)butan-2-ol). As a reaction SMILES: [F:1][C:2]([F:34])([F:33])[C@:3]([C:7]1[N:8]=[N:9][N:10]([CH2:12][C:13]2[CH:22]=[C:21]3[C:16]([C:17]([C:26]4[CH:31]=[CH:30][C:29]([F:32])=[CH:28][CH:27]=4)=[CH:18][C:19]([CH:23]([OH:25])[CH3:24])=[N:20]3)=[CH:15][CH:14]=2)[CH:11]=1)([OH:6])[CH2:4][CH3:5].I[CH3:36].[H-].[Na+]>C1COCC1>[F:34][C:2]([F:1])([F:33])[C@:3]([C:7]1[N:8]=[N:9][N:10]([CH2:12][C:13]2[CH:22]=[C:21]3[C:16]([C:17]([C:26]4[CH:27]=[CH:28][C:29]([F:32])=[CH:30][CH:31]=4)=[CH:18][C:19]([CH:23]([O:25][CH3:36])[CH3:24])=[N:20]3)=[CH:15][CH:14]=2)[CH:11]=1)([OH:6])[CH2:4][CH3:5] |f:2.3|. Procedure: To a solution of (S)-1,1,1-trifluoro-2-(1-{[4-(4-fluorophenyl)-2-(1-hydroxyethyl)quinolin-7-yl]methyl}-1H-1,2,3-triazol-4-yl)butan-2-ol (33 mg, 0.070 mmol) in THF (1 mL) was added iodomethane (5 μL, 0.077 mmol) and sodium hydride 60% in oil (6 mg, 0.15 mmol). After 2 h at rt, the reaction was quenched with saturated aqueous NH4Cl and extracted with EtOAc. The combined organic layers were washed with brine, dried over Na2SO4, filtered and concentrated under reduce pressure. Purification on silica... Product: CCCCCCC#CB(OC(C)C)C(C)CC. Reaction SMILES: [B:24].[C:14](#[C:15][CH2:16][CH2:17][CH2:18][CH2:19][CH2:20][CH3:21])[Li:22].[CH2:25]=[C:26]([CH3:27])[CH3:28].[CH2:29]([O:30][CH2:31][CH3:32])[CH3:33].[CH:1]([CH3:2])([CH2:3][CH3:4])[B:5]([O:6][CH:7]([CH3:8])[CH3:9])[O:10][CH:11]([CH3:12])[CH3:13].[ClH:23]>>[CH:1]([CH3:2])([CH2:3][CH3:4])[B:5]([O:10][CH:11]([CH3:12])[CH3:13])[C:14]#[C:15][CH2:16][CH2:17][CH2:18][CH2:19][CH2:20][CH3:21]. The reactants are B, [Li]C#CCCCCCC, C=C(C)C, CCOCC, CCC(C)B(OC(C)C)OC(C)C, Cl.